Dataset: the Open Reaction Database (ORD), a public repository of structured organic reaction records. Task: describe an organic reaction: reactants, conditions, products, and yield Starting materials: Cl.C(C1=CC=CC=C1)[C@H]1C(N(C(N1)(C)C)C)=O ((5S)-5-benzyl-2,2,3-trimethylimidazolidin-4-one hydrochloride), C(=O)C=C (acrolein), C=CC(C)=C (isoprene). Solvent: C[N+](=O)[O-].O (CH3NO2 H2O). Run at temperature 0 celsius, time 7 hour. Yields the product CC1=CC[C@@H](CC1)C=O ((1R)-4-methyl-3-cyclohexene-1-carboxaldehyde). The yield is 84.0%. Reaction SMILES: Cl.[CH2:2]([C@@H:9]1NC(C)(C)N(C)C1=O)[C:3]1[CH:8]=CC=C[CH:4]=1.[CH:18]([CH:20]=[CH2:21])=[O:19].C=CC(=C)C>C[N+]([O-])=O.O>[CH3:8][C:3]1[CH2:2][CH2:9][C@@H:20]([CH:18]=[O:19])[CH2:21][CH:4]=1 |f:0.1,4.5|. Procedure details: To a 0° C. solution of 5 (32 mg, 0.12 mmol) in CH3NO2/H2O (95/5 v/v, 1.0 M) acrolein (1.0 mL, 15 mmol), and isoprene (0.50 mL, 5 mmol). The solution was stirred at 0° C. for 7 hr, then directly placed onto a silica gel column and eluted with 3% Et2O/pentane, affording the title compound as a colorless oil in 84% yield (745 mg, 89% ee). Product ratios were determined by GLC (Bodman Γ-TA column, 35° C., 0.25° C./min gradient, 23 psi) tr=84.1 min, 85.3 min. 1H NMR, 13C NMR, and IR data were consist...